From a dataset of the Open Reaction Database (ORD), a public repository of structured organic reaction records. describe an organic reaction: reactants, conditions, products, and yield As a reaction SMILES: [C:1](#[N:2])[CH2:3][CH2:4][O:5][c:6]1[c:7]([CH3:13])[cH:8][cH:9][c:10]([CH3:12])[cH:11]1.[CH:15](=[O:16])[OH:17].[ClH:14].[OH2:18]>>[CH2:3]([CH2:4][O:5][c:6]1[c:7]([CH3:13])[cH:8][cH:9][c:10]([CH3:12])[cH:11]1)[C:15](=[O:16])[OH:17]. Yields the product Cc1ccc(C)c(OCCC(=O)O)c1. Starting materials: Cc1ccc(C)c(OCCC#N)c1, O=CO, Cl, O. The reactants are CC1(C)CCN(S(=O)(=O)c2cc(Br)c(Cl)cc2F)c2ccccc21, OCCCCO, Cl, [H-], [Na+], CN(C)C=O. Product: CC1(C)CCN(S(=O)(=O)c2cc(Br)c(Cl)cc2OCCCCO)c2ccccc21. Reaction SMILES: [Br:9][c:10]1[c:11]([Cl:32])[cH:12][c:13]([F:31])[c:14]([S:16](=[O:17])(=[O:18])[N:19]2[CH2:20][CH2:21][C:22]([CH3:29])([CH3:30])[c:23]3[cH:24][cH:25][cH:26][cH:27][c:28]32)[cH:15]1.[CH2:1]([CH2:2][CH2:3][CH2:4][OH:5])[OH:6].[ClH:33].[H-:7].[Na+:8].[O:34]=[CH:35][N:36]([CH3:37])[CH3:38]>>[CH2:1]([CH2:2][CH2:3][CH2:4][O:5][c:13]1[cH:12][c:11]([Cl:32])[c:10]([Br:9])[cH:15][c:14]1[S:16](=[O:17])(=[O:18])[N:19]1[CH2:20][CH2:21][C:22]([CH3:29])([CH3:30])[c:23]2[cH:24][cH:25][cH:26][cH:27][c:28]21)[OH:6]. Reactants: OC1(CCCCC1)C=1C=CC(=NC1)OC (5-(1-hydroxycyclohexyl)-2-methoxypyridine), CI (methyl iodide), C([O-])([O-])=O.[K+].[K+] (potassium carbonate). Solvent: C(C)#N (acetonitrile). Product: OC1(CCCCC1)C=1C=CC(N(C1)C)=O (5-(1-Hydroxycyclohexyl)-1-methyl-2(1H)-pyridinone). Yield: 81.9%. RXN SMILES: [OH:1][C:2]1([C:8]2[CH:9]=[CH:10][C:11]([O:14]C)=[N:12][CH:13]=2)[CH2:7][CH2:6][CH2:5][CH2:4][CH2:3]1.CI.[C:18](=O)([O-])[O-].[K+].[K+]>C(#N)C>[OH:1][C:2]1([C:8]2[CH:9]=[CH:10][C:11](=[O:14])[N:12]([CH3:18])[CH:13]=2)[CH2:3][CH2:4][CH2:5][CH2:6][CH2:7]1 |f:2.3.4|. Reported procedure: A mixture of 5-(1-hydroxycyclohexyl)-2-methoxypyridine (17.1 g), methyl iodide (11.7 g) and potassium carbonate (22.8 g) was heated in 330 mL of refluxing acetonitrile for 18 hours. The mixture was cooled and filtered, and the solids were washed with methanol. The filtrate was concentrated to yield 14.0 g of powder, which was used in subsequent reactions without further purification. Reactants: FC(C=1C=C(C(=O)C2=C(C(=O)O)C=CC=N2)C=CC1)(F)F (2-(3-trifluoromethylbenzoyl)nicotinic acid), FC(C1=CC=C(C=C1)NN)(F)F (4-trifluoromethylphenylhydrazine), O (water). Run in C1(=CC=CC=C1)C (toluene). Product: FC(C=1C=C(C=CC1)C1=NN(C(C2=C1N=CC=C2)=O)C2=CC=C(C=C2)C(F)(F)F)(F)F (8-(3-trifluoromethylphenyl)-6-(4-trifluoromethylphenyl)pyrido[2,3-d]pyridazin-5-one). Reaction SMILES: [F:1][C:2]([F:21])([F:20])[C:3]1[CH:4]=[C:5]([CH:17]=[CH:18][CH:19]=1)[C:6]([C:8]1[N:16]=[CH:15][CH:14]=[CH:13][C:9]=1[C:10]([OH:12])=O)=O.[F:22][C:23]([F:33])([F:32])[C:24]1[CH:29]=[CH:28][C:27]([NH:30][NH2:31])=[CH:26][CH:25]=1.O>C1(C)C=CC=CC=1>[F:20][C:2]([F:1])([F:21])[C:3]1[CH:4]=[C:5]([C:6]2[C:8]3[N:16]=[CH:15][CH:14]=[CH:13][C:9]=3[C:10](=[O:12])[N:30]([C:27]3[CH:28]=[CH:29][C:24]([C:23]([F:22])([F:33])[F:32])=[CH:25][CH:26]=3)[N:31]=2)[CH:17]=[CH:18][CH:19]=1. Procedure details: A suspension of 2-(3-trifluoromethylbenzoyl)nicotinic acid (1.5 g) and 4-trifluoromethylphenylhydrazine (1.34 g) in toluene was stirred at reflux temperature for 3 hours (water was removed azeotropically from the mixture). Starting materials: O=C(Cl)CCl, Nc1nc(C(Cl)(Cl)Cl)ns1, Cc1ccccc1C. Yields the product O=C(CCl)Nc1nc(C(Cl)(Cl)Cl)ns1. Reaction SMILES: [Cl:11][CH2:12][C:13](=[O:14])[Cl:15].[NH2:1][c:2]1[n:3][c:4]([C:7]([Cl:8])([Cl:9])[Cl:10])[n:5][s:6]1.[c:16]1([CH3:17])[c:18]([CH3:19])[cH:20][cH:21][cH:22][cH:23]1>>[NH:1]([c:2]1[n:3][c:4]([C:7]([Cl:8])([Cl:9])[Cl:10])[n:5][s:6]1)[C:13]([CH2:12][Cl:11])=[O:14].